Dataset: the Open Reaction Database (ORD), a public repository of structured organic reaction records. Task: describe an organic reaction: reactants, conditions, products, and yield The reactants are CN(C)C=O, Nc1nc2ccc(Cl)nc2s1, ClCCl, O=C(Cl)C(=O)Cl, C1CCOC1, O, O=C(O)C1CC1. Yields the product O=C(Nc1nc2ccc(Cl)nc2s1)C1CC1. As a reaction SMILES: [CH3:13][N:14]([CH3:15])[CH:16]=[O:17].[Cl:18][c:19]1[cH:20][cH:21][c:22]2[c:23]([n:24]1)[s:25][c:26]([NH2:28])[n:27]2.[Cl:29][CH2:30][Cl:31].[Cl:7][C:8]([C:9]([Cl:10])=[O:11])=[O:12].[O:32]1[CH2:33][CH2:34][CH2:35][CH2:36]1.[OH2:37].[OH:1][C:2](=[O:3])[CH:4]1[CH2:5][CH2:6]1>>[O:1]=[C:2]([CH:4]1[CH2:5][CH2:6]1)[NH:28][c:26]1[s:25][c:23]2[c:22]([cH:21][cH:20][c:19]([Cl:18])[n:24]2)[n:27]1. Reactants: [BH4-], C[O-], CO, N#CC1(c2ccc(F)cc2)CC=C(N2CCN(c3cccnn3)CC2)CC1, [Na+], [Na+], O. Product: N#CC1(c2ccc(F)cc2)C=CC(N2CCN(c3cccnn3)CC2)CC1. As a reaction SMILES: [BH4-:33].[CH3:28][O-:29].[CH3:31][OH:32].[F:1][c:2]1[cH:3][cH:4][c:5]([C:8]2([C:26]#[N:27])[CH2:9][CH:10]=[C:11]([N:14]3[CH2:15][CH2:16][N:17]([c:20]4[n:21][n:22][cH:23][cH:24][cH:25]4)[CH2:18][CH2:19]3)[CH2:12][CH2:13]2)[cH:6][cH:7]1.[Na+:30].[Na+:34].[OH2:35]>>[F:1][c:2]1[cH:3][cH:4][c:5]([C:8]2([C:26]#[N:27])[CH:9]=[CH:10][CH:11]([N:14]3[CH2:15][CH2:16][N:17]([c:20]4[n:21][n:22][cH:23][cH:24][cH:25]4)[CH2:18][CH2:19]3)[CH2:12][CH2:13]2)[cH:6][cH:7]1. The reactants are FC1=CC=C(C=C1)NC(=O)C=1C=NC(=NC1)OCC(=O)O ([5-(4-fluorophenylcarbamoyl)pyrimidin-2-yloxy]acetic acid), C1(CCCCC1)N (cyclohexylamine). Product: FC1=CC=C(C=C1)NC(=O)C=1C=NC(=NC1)OCC(NC1CCCCC1)=O (2-Cyclohexylcarbamoylmethoxypyrimidine-5-carboxylic acid (4-fluorophenyl)amide). Yield: 57.0%. RXN SMILES: [F:1][C:2]1[CH:7]=[CH:6][C:5]([NH:8][C:9]([C:11]2[CH:12]=[N:13][C:14]([O:17][CH2:18][C:19]([OH:21])=O)=[N:15][CH:16]=2)=[O:10])=[CH:4][CH:3]=1.[CH:22]1([NH2:28])[CH2:27][CH2:26][CH2:25][CH2:24][CH2:23]1>>[F:1][C:2]1[CH:3]=[CH:4][C:5]([NH:8][C:9]([C:11]2[CH:16]=[N:15][C:14]([O:17][CH2:18][C:19](=[O:21])[NH:28][CH:22]3[CH2:27][CH2:26][CH2:25][CH2:24][CH2:23]3)=[N:13][CH:12]=2)=[O:10])=[CH:6][CH:7]=1. Procedure: The titled compound was prepared from [5-(4-fluorophenylcarbamoyl)pyrimidin-2-yloxy]acetic acid using cyclohexylamine (24 μL, 0.21 mmol) as the coupling partner. Concentration (no chromatography) yielded 36 mg (57%) of the titled compound. ESI-MS m/z 373 (MH+), 371 (M−H−).